This data is from the Open Reaction Database (ORD), a public repository of structured organic reaction records. The task is: describe an organic reaction: reactants, conditions, products, and yield Reactants: CC1(CCNCC1)O (4-methylpiperidin-4-ol), C(C)(C)(C)OC(NC1CCNCC1)=O (piperidin-4-yl-carbamic acid tert-butyl ester), ClCCCl (DCE), C(C)(=O)O[BH-](OC(C)=O)OC(C)=O.[Na+] (sodium triacetoxyborohydride). Conditions: time 30 minute. The product is C(C)(C)(C)OC(=O)N1CCC(CC1)N1CCC(CC1)(C)O (4-hydroxy-4-methyl-[1,4′]bipiperidinyl-1′-carboxylic acid tert-butyl ester). RXN SMILES: [C:1]([O:5][C:6](=[O:14])[NH:7][CH:8]1CCN[CH2:10][CH2:9]1)([CH3:4])([CH3:3])[CH3:2].[CH3:15][C:16]1([OH:22])[CH2:21][CH2:20][NH:19][CH2:18][CH2:17]1.C(O[BH-](OC(=O)C)OC(=O)C)(=O)C.[Na+].Cl[CH2:38][CH2:39]Cl>>[C:1]([O:5][C:6]([N:7]1[CH2:39][CH2:38][CH:10]([N:19]2[CH2:20][CH2:21][C:16]([OH:22])([CH3:15])[CH2:17][CH2:18]2)[CH2:9][CH2:8]1)=[O:14])([CH3:4])([CH3:3])[CH3:2] |f:2.3|. Reported procedure: To a suspension of piperidin-4-yl-carbamic acid tert-butyl ester (723 mg, 3.6 mmol) in DCE (20 mL) was added 4-methylpiperidin-4-ol (500 mg, 4.4 mmol). After 30 minutes, sodium triacetoxyborohydride (1.54 g, 7.3 mmol) was added portionwise. After 20 hours at ambient temperature, the reaction mixture was partitioned between saturated aqueous sodium hydrogen carbonate solution (50 mL) and dichloromethane (75 mL). The organic phase was separated, dried (Na2SO4), filtered and evaporated in-vacuo. Th... Starting materials: FC=1C=C(C=CC1O)C=1SC(=NN1)C1=CC=C(C=C1)CCCCCC (2-(3-fluoro-4-hydroxyphenyl)-5-(4-hexylphenyl)-1,3,4-thiadiazole), C(CCCCC)I (hexyl iodide), [OH-].[K+] (potassium hydroxide), C(CCC)O (butanol). Solvent: CO (methanol). Product: FC=1C=C(C=CC1OCCCCCC)C=1SC(=NN1)C1=CC=C(C=C1)CCCCCC (2-(3-fluoro-4-hexyloxyphenyl)-5-(4-hexylphenyl)-1,3,4-thiadiazole). Isolated yield 35.1%. RXN SMILES: [F:1][C:2]1[CH:3]=[C:4]([C:9]2[S:10][C:11]([C:14]3[CH:19]=[CH:18][C:17]([CH2:20][CH2:21][CH2:22][CH2:23][CH2:24][CH3:25])=[CH:16][CH:15]=3)=[N:12][N:13]=2)[CH:5]=[CH:6][C:7]=1[OH:8].[CH2:26](I)[CH2:27][CH2:28][CH2:29][CH2:30][CH3:31].[OH-].[K+].C(O)CCC>CO>[F:1][C:2]1[CH:3]=[C:4]([C:9]2[S:10][C:11]([C:14]3[CH:19]=[CH:18][C:17]([CH2:20][CH2:21][CH2:22][CH2:23][CH2:24][CH3:25])=[CH:16][CH:15]=3)=[N:12][N:13]=2)[CH:5]=[CH:6][C:7]=1[O:8][CH2:26][CH2:27][CH2:28][CH2:29][CH2:30][CH3:31] |f:2.3|. Procedure: 0.30 g (0.84 mM) of 2-(3-fluoro-4-hydroxyphenyl)-5-(4-hexylphenyl)-1,3,4-thiadiazole, 0.23 g (1.09 mM) of hexyl iodide, 0.08 g of 85%-potassium hydroxide and 6 ml of butanol were mixed, followed by refluxing for 5 hours under stirring. After the reaction, 10 ml of methanol was added to the reaction mixture, followed by cooling to room temperature and further cooling in a freezer to precipitate a crystal. The crystal was recovered by filtration and washed with methanol. The resultant crystal was ... The reactants are CC1=C(N=C(O1)C1=CC2=CC=CC=C2C=C1)C=CC1=CC=C(/C=C/C=O)C=C1 ((E)-4-[2-[5-methyl-2-(2-naphthyl)-4-oxazolyl]vinyl]cinnamaldehyde), O1C(NC(C1)=O)=O (2,4-oxazolidinedione), N1CCCCC1 (piperidine), C(C)O (ethanol). The solvent is O1CCCC1 (tetrahydrofuran). The product is CC1=C(N=C(O1)C1=CC2=CC=CC=C2C=C1)CCC1=CC=C(C=C1)CCCC1C(NC(O1)=O)=O (5-[3-[4-[2-[5-methyl-2-(2-naphthyl)-4-oxazolyl]ethyl]phenyl]propyl]-2,4-oxazolidinedione). Isolated yield 11.7%. As a reaction SMILES: [CH3:1][C:2]1[O:6][C:5]([C:7]2[CH:16]=[CH:15][C:14]3[C:9](=[CH:10][CH:11]=[CH:12][CH:13]=3)[CH:8]=2)=[N:4][C:3]=1[CH:17]=[CH:18][C:19]1[CH:28]=[CH:27][C:22](/[CH:23]=[CH:24]/[CH:25]=O)=[CH:21][CH:20]=1.[O:29]1[CH2:33][C:32](=[O:34])[NH:31][C:30]1=[O:35].N1CCCCC1.C(O)C>O1CCCC1>[CH3:1][C:2]1[O:6][C:5]([C:7]2[CH:16]=[CH:15][C:14]3[C:9](=[CH:10][CH:11]=[CH:12][CH:13]=3)[CH:8]=2)=[N:4][C:3]=1[CH2:17][CH2:18][C:19]1[CH:28]=[CH:27][C:22]([CH2:23][CH2:24][CH2:25][CH:33]2[O:29][C:30](=[O:35])[NH:31][C:32]2=[O:34])=[CH:21][CH:20]=1. Reported procedure: A mixture of (E)-4-[2-[5-methyl-2-(2-naphthyl)-4-oxazolyl]vinyl]cinnamaldehyde (2.00 g), 2,4-oxazolidinedione (1.11 g), piperidine (0.23 g), ethanol (100 ml) and tetrahydrofuran (50 ml) was refluxed under heating conditions for 8 hours. After the reaction mixture was concentrated, chloroform was added to the residue; the mixture was then washed with 2N HCl and water. The organic layer was washed with water, dried (MgSO4) and then concentrated. The residue was subjected to silica gel column chrom... The reactants are COC=1C=NC2=CC=C(C=C2C1)CC(=O)OC(C)(C)C (tert-Butyl 2-(3-methoxyquinolin-6-yl)acetate), Cl.COC=1C=NC2=CC=C(C=C2C1)C(C(=O)O)C (2-(3-methoxyquinolin-6-yl)propanoic acid hydrochloride). Product: Cl.COC=1C=NC2=CC=C(C=C2C1)CC(=O)O (2-(3-methoxyquinolin-6-yl)acetic acid hydrochloride). Reaction SMILES: [CH3:1][O:2][C:3]1[CH:4]=[N:5][C:6]2[C:11]([CH:12]=1)=[CH:10][C:9]([CH2:13][C:14]([O:16]C(C)(C)C)=[O:15])=[CH:8][CH:7]=2.[ClH:21].COC1C=NC2C(C=1)=CC(C(C)C(O)=O)=CC=2>>[ClH:21].[CH3:1][O:2][C:3]1[CH:4]=[N:5][C:6]2[C:11]([CH:12]=1)=[CH:10][C:9]([CH2:13][C:14]([OH:16])=[O:15])=[CH:8][CH:7]=2 |f:1.2,3.4|. Reported procedure: tert-Butyl 2-(3-methoxyquinolin-6-yl)acetate was saponified in a method similar to 2-(3-methoxyquinolin-6-yl)propanoic acid hydrochloride. The reactants are wt/wt solution, NO (hydroxylamine), C(C)OC(=O)C=1C(=C2C(=CN1)N(C=C2)CC2=CC=C(C=C2)F)CC (4-ethyl-1-(4-fluoro-benzyl)-1H-pyrrolo[2,3-c]pyridine-5-carboxylic acid ethyl ester), wt/wt solution, [OH-].[Na+] (NaOH), Cl (HCl). Solvent: O (water), CCO (EtOH), O (water). Run at time 18 hour. Product: ONC(=O)C=1C(=C2C(=CN1)N(C=C2)CC2=CC=C(C=C2)F)CC (4-Ethyl-1-(4-fluoro-benzyl)-1H-pyrrolo[2,3-c]pyridine-5-carboxylic acid hydroxyamide). As a reaction SMILES: C([O:3][C:4]([C:6]1[C:7]([CH2:23][CH3:24])=[C:8]2[CH:14]=[CH:13][N:12]([CH2:15][C:16]3[CH:21]=[CH:20][C:19]([F:22])=[CH:18][CH:17]=3)[C:9]2=[CH:10][N:11]=1)=O)C.[OH-:25].[Na+].[NH2:27]O.Cl>CCO.O>[OH:25][NH:27][C:4]([C:6]1[C:7]([CH2:23][CH3:24])=[C:8]2[CH:14]=[CH:13][N:12]([CH2:15][C:16]3[CH:21]=[CH:20][C:19]([F:22])=[CH:18][CH:17]=3)[C:9]2=[CH:10][N:11]=1)=[O:3] |f:1.2|. Reported procedure: To a solution of 4-ethyl-1-(4-fluoro-benzyl)-1H-pyrrolo[2,3-c]pyridine-5-carboxylic acid ethyl ester (57 mg, 0.175 mmol) in EtOH (2 mL), was added a 10% wt/wt solution of NaOH in water (0.5 mL) and a 50% wt/wt solution of hydroxylamine in water (1 mL). The reaction was stirred at room temperature for 18 hours, and then 1 N HCl was added till a pH of 7 was reached. The reaction was concentrated by rotary evaporation, and then purified by preparative HPLC to give the desired product. Yield 10 mg, ... The reactants are Cc1cc(N)n[nH]1, CCO, FC(F)(F)c1cnc(Cl)nc1Cl, [Na+], [Na+], O=C([O-])[O-]. The product is Cc1cc(Nc2nc(Cl)ncc2C(F)(F)F)n[nH]1. RXN SMILES: [CH3:13][c:14]1[cH:15][c:16]([NH2:19])[n:17][nH:18]1.[CH3:26][CH2:27][OH:28].[Cl:1][c:2]1[n:3][cH:4][c:5]([C:9]([F:10])([F:11])[F:12])[c:6]([Cl:8])[n:7]1.[Na+:20].[Na+:21].[O-:22][C:23](=[O:24])[O-:25]>>[Cl:1][c:2]1[n:3][cH:4][c:5]([C:9]([F:10])([F:11])[F:12])[c:6]([NH:19][c:16]2[cH:15][c:14]([CH3:13])[nH:18][n:17]2)[n:7]1. The reactants are C(C1=CC=CC=C1)N=C=O (Benzyl isocyanate), NCCC1=CNC2=CC=CC=C12 (Tryptamine), NCCC1=CNC2=CC=CC=C12 (tryptamine). Run in CC(=O)C (acetone), C(C)N(CC)CC (triethylamine), C(Cl)(Cl)Cl.CO (chloroform methanol). Reaction conditions: time 2 hour. The product is C(C1=CC=CC=C1)NC(=O)NCCC1=CNC2=CC=CC=C12 (1-Benzyl-3-[2-(1H-indol-3-yl)-ethyl]-urea). RXN SMILES: [NH2:1][CH2:2][CH2:3][C:4]1[C:12]2[C:7](=[CH:8][CH:9]=[CH:10][CH:11]=2)[NH:6][CH:5]=1.[CH2:13]([N:20]=[C:21]=[O:22])[C:14]1[CH:19]=[CH:18][CH:17]=[CH:16][CH:15]=1>CC(C)=O.C(N(CC)CC)C.C(Cl)(Cl)Cl.CO>[CH2:13]([NH:20][C:21]([NH:1][CH2:2][CH2:3][C:4]1[C:12]2[C:7](=[CH:8][CH:9]=[CH:10][CH:11]=2)[NH:6][CH:5]=1)=[O:22])[C:14]1[CH:19]=[CH:18][CH:17]=[CH:16][CH:15]=1 |f:4.5|. Procedure details: Tryptamine (1.04 g, 6.5 mmol) was dissolved in a mixture of acetone (20 ml) and triethylamine (1 ml) under a nitrogen atmosphere. Benzyl isocyanate (952 mg, 7.15 mmol, 0.88 ml) was swiftly added dropwise at 0° C. and the mixture was then subsequently stirred for 2 h, while cooling with ice, and at RT for 2 h. A subsequent TLC in chloroform/methanol 20:1 showed only small amounts still of tryptamine. The mixture was concentrated i. vac. The residue obtained was purified by flash chromatography wi...